describe an organic reaction: reactants, conditions, products, and yield From a dataset of the Open Reaction Database (ORD), a public repository of structured organic reaction records. The reactants are CCOC(=O)C(C)=C1CCN(C(=O)OC(C)(C)C)CC1, CCO. The product is CCOC(=O)C(C)C1CCN(C(=O)OC(C)(C)C)CC1. Reaction SMILES: [CH2:1]([CH3:2])[O:3][C:4]([C:5]([CH3:6])=[C:7]1[CH2:8][CH2:9][N:10]([C:13](=[O:14])[O:15][C:16]([CH3:17])([CH3:18])[CH3:19])[CH2:11][CH2:12]1)=[O:20].[CH3:21][CH2:22][OH:23]>>[CH2:1]([CH3:2])[O:3][C:4]([CH:5]([CH3:6])[CH:7]1[CH2:8][CH2:9][N:10]([C:13](=[O:14])[O:15][C:16]([CH3:17])([CH3:18])[CH3:19])[CH2:11][CH2:12]1)=[O:20]. Reactants: COC(=O)CCCCCCCCCCOc1cc(OCCCCCCCCCCC(=O)OC)cc(C(=O)O)c1, [Cl-], CCOC(=O)CNCC(=O)OCC, O=S(Cl)Cl. Product: CCOC(=O)CN(CC(=O)OCC)C(=O)c1cc(OCCCCCCCCCCC(=O)OC)cc(OCCCCCCCCCCC(=O)OC)c1. Reaction SMILES: [CH3:1][O:2][C:3]([CH2:4][CH2:5][CH2:6][CH2:7][CH2:8][CH2:9][CH2:10][CH2:11][CH2:12][CH2:13][O:14][c:15]1[cH:16][c:17]([C:18](=[O:19])[OH:20])[cH:21][c:22]([O:24][CH2:25][CH2:26][CH2:27][CH2:28][CH2:29][CH2:30][CH2:31][CH2:32][CH2:33][CH2:34][C:35]([O:36][CH3:37])=[O:38])[cH:23]1)=[O:39].[Cl-:40].[NH:45]([CH2:46][C:47](=[O:48])[O:49][CH2:50][CH3:51])[CH2:52][C:53](=[O:54])[O:55][CH2:56][CH3:57].[S:41]([Cl:42])([Cl:43])=[O:44]>>[CH3:1][O:2][C:3]([CH2:4][CH2:5][CH2:6][CH2:7][CH2:8][CH2:9][CH2:10][CH2:11][CH2:12][CH2:13][O:14][c:15]1[cH:16][c:17]([C:18](=[O:20])[N:45]([CH2:46][C:47](=[O:48])[O:49][CH2:50][CH3:51])[CH2:52][C:53](=[O:54])[O:55][CH2:56][CH3:57])[cH:21][c:22]([O:24][CH2:25][CH2:26][CH2:27][CH2:28][CH2:29][CH2:30][CH2:31][CH2:32][CH2:33][CH2:34][C:35]([O:36][CH3:37])=[O:38])[cH:23]1)=[O:39]. Reactants: O (water), [Cl-].[Li+] (lithium chloride), BrC1=CC(=C(CO)C=C1)Cl (4-bromo-2-chlorobenzyl alcohol), C1(=CC=CC=C1)[Sn](CCCC)(CCCC)CCCC (phenyl tributyl tin). The reagents and catalysts are C1=CC=C(C=C1)P(C2=CC=CC=C2)C3=CC=CC=C3.C1=CC=C(C=C1)P(C2=CC=CC=C2)C3=CC=CC=C3.C1=CC=C(C=C1)P(C2=CC=CC=C2)C3=CC=CC=C3.C1=CC=C(C=C1)P(C2=CC=CC=C2)C3=CC=CC=C3.[Pd] (tetrakis(triphenylphosphine)palladium(O)). Solvent: O1CCOCC1 (1,4-dioxane). Reaction conditions: time 5 hour. Product: ClC1=C(CO)C=CC(=C1)C1=CC=CC=C1 (2-Chloro-4-phenylbenzyl alcohol). Yield: 21.2%. Reaction SMILES: [Cl-].[Li+].Br[C:4]1[CH:11]=[CH:10][C:7]([CH2:8][OH:9])=[C:6]([Cl:12])[CH:5]=1.[C:13]1([Sn](CCCC)(CCCC)CCCC)[CH:18]=[CH:17][CH:16]=[CH:15][CH:14]=1.O>O1CCOCC1.C1C=CC(P(C2C=CC=CC=2)C2C=CC=CC=2)=CC=1.C1C=CC(P(C2C=CC=CC=2)C2C=CC=CC=2)=CC=1.C1C=CC(P(C2C=CC=CC=2)C2C=CC=CC=2)=CC=1.C1C=CC(P(C2C=CC=CC=2)C2C=CC=CC=2)=CC=1.[Pd]>[Cl:12][C:6]1[CH:5]=[C:4]([C:13]2[CH:18]=[CH:17][CH:16]=[CH:15][CH:14]=2)[CH:11]=[CH:10][C:7]=1[CH2:8][OH:9] |f:0.1,6.7.8.9.10|. Procedure: To a suspension of lithium chloride (482 mg) in anhydrous 1,4-dioxane (12 ml) were added 4-bromo-2-chlorobenzyl alcohol (1.05 g), phenyl tributyl tin (1.74 g) and tetrakis(triphenylphosphine)palladium(O) (110 mg) under a nitrogen atmosphere, and the mixture was refluxed under heating. After 5 hr, the reaction mixture was cooled and water was added. The mixture was extracted with ethyl acetate. The organic layer was washed with a saturated aqueous sodium hydrogencarbonate solution and saturated b... The reactants are C1(C=CC(C=C1)=O)=O (p-benzoquinone), NC1=C(C=CC=C1)S (2-aminothiophenol). Solvent: CO (MeOH), CO (MeOH). Reaction conditions: time 2 hour. Yields the product C1=CC(C=C2SC3=CC=CC=C3N=C12)=O (3H-phenothiazin-3-one). The yield is 62.7%. RXN SMILES: [C:1]1(=O)[CH:6]=[CH:5][C:4](=[O:7])[CH:3]=[CH:2]1.[NH2:9][C:10]1[CH:15]=[CH:14][CH:13]=[CH:12][C:11]=1[SH:16]>CO>[CH:2]1[C:1]2[C:6]([S:16][C:11]3[C:10]([N:9]=2)=[CH:15][CH:14]=[CH:13][CH:12]=3)=[CH:5][C:4](=[O:7])[CH:3]=1. Procedure details: To a stirring suspension of 1.72 kg (16 mol) of p-benzoquinone in 13 liters MeOH at room temperature was added slowly a solution of 1.0 kg (8 mol) of 2-aminothiophenol in 600 ml MeOH over a period of 1 hour. The resulting red mixture was stirred at room temperature for another 2 hours and then the product 3H-phenothiazin-3-one was filtered off. This 3H-phenothiazin-3-one was washed thoroughly with methanol and dried to give 1.07 kg of 3H-phenothiazin-3-one (61.49% yield), m.p. 157°-159° C. Starting materials: B(Br)(Br)Br (Boron tribromide), COC1=CC=C(C=N1)C=1C=CC=2N(N1)C(=CN2)CC=2C=C1C=CC=NC1=CC2 (6-[6-(6-Methoxypyridin-3-yl)-imidazo[1,2-b]pyridazin-3-ylmethyl]-quinoline). Run in C(Cl)Cl (DCM). Conditions: temperature -78 celsius, time 15 minute. Yields the product N1=CC=CC2=CC(=CC=C12)CC1=CN=C2N1N=C(C=C2)C=2C=CC(=NC2)O (5-(3-Quinolin-6-ylmethyl-imidazo[1,2-b]pyridazin-6-yl)-pyridin-2-ol). RXN SMILES: B(Br)(Br)Br.C[O:6][C:7]1[N:12]=[CH:11][C:10]([C:13]2[CH:14]=[CH:15][C:16]3[N:17]([C:19]([CH2:22][C:23]4[CH:24]=[C:25]5[C:30](=[CH:31][CH:32]=4)[N:29]=[CH:28][CH:27]=[CH:26]5)=[CH:20][N:21]=3)[N:18]=2)=[CH:9][CH:8]=1>C(Cl)Cl>[N:29]1[C:30]2[C:25](=[CH:24][C:23]([CH2:22][C:19]3[N:17]4[N:18]=[C:13]([C:10]5[CH:9]=[CH:8][C:7]([OH:6])=[N:12][CH:11]=5)[CH:14]=[CH:15][C:16]4=[N:21][CH:20]=3)=[CH:32][CH:31]=2)[CH:26]=[CH:27][CH:28]=1. Procedure: Boron tribromide (1364 mg, 5.44 mmol) was added to a suspension of 6-[6-(6-Methoxypyridin-3-yl)-imidazo[1,2-b]pyridazin-3-ylmethyl]-quinoline (Example 62, 200 mg, 0.544 mmol) in DCM (5 mL) at −78° C. The RM was stirred at −78° C. for 15 min and then allowed to reach rt. It was then stirred at rt for 68 h. The RM was filtered and the obtained solid was purified by reverse phase chromatography (water 0.1% TFA/acetonitrile +0.1% TFA). The resulting oil precipitated in TBME/MeOH to afford the title ...